This data is from the Open Reaction Database (ORD), a public repository of structured organic reaction records. The task is: describe an organic reaction: reactants, conditions, products, and yield The reactants are 19B, [N+](=O)([O-])C=1C(NC2=CC=CC=C2C1O)=O (3-Nitro-4-hydroxy-1,2-dihydroquinolin-2-one), ClC=1C=C(N)C=C(C1)Cl (3,5-dichloroaniline), C(CC(=O)OCC)(=O)OCC (diethyl malonate). Solvent: polyphosphoric acid. Yields the product ClC1=C2C(=CC(=NC2=CC(=C1)Cl)O)O (5,7-Dichloro-2,4-dihydroxyquinoline), ClC1=C2C(=C(C(NC2=CC(=C1)Cl)=O)[N+](=O)[O-])O (5,7-dichloro-3-nitro-4-hydroxy-1,2-dihydroquinolin-2-one). Reaction SMILES: [N+:1]([C:4]1[C:5](=[O:15])NC2C([C:13]=1[OH:14])=CC=CC=2)([O-:3])=[O:2].[Cl:16][C:17]1[CH:18]=[C:19]([CH:21]=[C:22]([Cl:24])[CH:23]=1)[NH2:20].C(OCC)(=O)CC(OCC)=O>>[Cl:16][C:17]1[CH:23]=[C:22]([Cl:24])[CH:21]=[C:19]2[C:18]=1[C:5]([OH:15])=[CH:4][C:13]([OH:14])=[N:20]2.[Cl:16][C:17]1[CH:23]=[C:22]([Cl:24])[CH:21]=[C:19]2[C:18]=1[C:5]([OH:15])=[C:4]([N+:1]([O-:3])=[O:2])[C:13](=[O:14])[NH:20]2. Reported procedure: 3-Nitro-4-hydroxy-1,2-dihydroquinolin-2-one 16a (Buckle, D. R., et al., J. Med. Chem. 18:726-732 (1975)) was prepared by nitration of 2,4-dihydroxyquinolin 15a (Scheme I, eq 6). Compound 16a was found to have a Ki value of 18 μM with a potency of 1.4% of 5,7-dichlorokynurenic acid (DCK). Further nitration of 16a gave mono-nitro subtituted compound 16b, which was found to be about as active as 16a. 5,7-Dichloro-2,4-dihydroxyquinoline 15c was prepared by reaction of 3,5-dichloroaniline with diethy... The reactants are CN(C=O)C (N,N-dimethylformamide), CC1(OCC(CO1)O)C (2,2-dimethyl-1,3-dioxan-5-ol), [H-].[Na+] (sodium hydride), C(C1=CC=CC=C1)Br (benzyl bromide). The reagents and catalysts are [I-].C(CCC)[N+](CCCC)(CCCC)CCCC (tetrabutylammonium iodide). The solvent is O (Water). The product is C(C1=CC=CC=C1)OC1COC(OC1)(C)C (5-(benzyloxy)-2,2-dimethyl-1,3-dioxane). Isolated yield 54.2%. As a reaction SMILES: CN(C)C=O.[CH3:6][C:7]1([CH3:14])[O:12][CH2:11][CH:10]([OH:13])[CH2:9][O:8]1.[H-].[Na+].[CH2:17](Br)[C:18]1[CH:23]=[CH:22][CH:21]=[CH:20][CH:19]=1>[I-].C([N+](CCCC)(CCCC)CCCC)CCC.O>[CH2:17]([O:13][CH:10]1[CH2:11][O:12][C:7]([CH3:14])([CH3:6])[O:8][CH2:9]1)[C:18]1[CH:23]=[CH:22][CH:21]=[CH:20][CH:19]=1 |f:2.3,5.6|. Procedure details: To a N,N-dimethylformamide (200 ml) solution of the 2,2-dimethyl-1,3-dioxan-5-ol (7.1 g, 0.054 mol) obtained in the step (9a), sodium hydride, in oil (2.81 g, 0.064 mol as the content was regarded as 55%) was added at 0° C. and stirred. After benzyl bromide (12.9 ml, 0.108 mol) and tetrabutylammonium iodide (220 mg, 0.001 mol) were added at the same temperature to the mixture, the mixture was stirred at room temperature for 1.5 hours. Water was added to the reaction mixture, which was then extra... The reactants are CN1C(=O)CNC(c2ccccc2)c2cc(Cl)ccc21, ClC(Cl)Cl, O=C(Cl)CCl, [Mg]. Yields the product CN1C(=O)CN(C(=O)CCl)C(c2ccccc2)c2cc(Cl)ccc21. As a reaction SMILES: [CH3:1][N:2]1[C:3](=[O:20])[CH2:4][NH:5][CH:6]([c:14]2[cH:15][cH:16][cH:17][cH:18][cH:19]2)[c:7]2[c:8]1[cH:9][cH:10][c:11]([Cl:13])[cH:12]2.[CH:27]([Cl:28])([Cl:29])[Cl:30].[Cl:21][CH2:22][C:23](=[O:24])[Cl:25].[Mg:26]>>[CH3:1][N:2]1[C:3](=[O:20])[CH2:4][N:5]([C:23]([CH2:22][Cl:21])=[O:24])[CH:6]([c:14]2[cH:15][cH:16][cH:17][cH:18][cH:19]2)[c:7]2[c:8]1[cH:9][cH:10][c:11]([Cl:13])[cH:12]2. The reactants are C(C)(=O)O (acetic acid), C(CCC)O (n-butanol), C(CCC)O (n-butanol), CC(C)([O-])C.[K+] (potassium-tert-butoxide), C(#N)N(C(=N)N)C1=CC=CC=C1 (N-cyanophenyl guanidine), CCOC(=O)C(C#N)C1(CCCC1)C#N (ethylcyano acetate), C(CCC)O (n-butanol). Solvent: O (water). Conditions: temperature 60 celsius, time 30 minute. The product is NC1=NC(=NC(=C1)O)NC1=CC=C(C#N)C=C1 (4-(4-amino-6-hydroxypyrimidin-2-ylamino)benzonitrile). RXN SMILES: C(O)CCC.CC(C)([O-])C.[K+].CCOC([CH:17]([C:20]1([C:25]#[N:26])[CH2:24][CH2:23][CH2:22][CH2:21]1)C#N)=O.[C:27]([N:29](C1C=CC=CC=1)[C:30]([NH2:32])=[NH:31])#[N:28].[C:39]([OH:42])(=O)[CH3:40]>O>[NH2:28][C:27]1[CH:40]=[C:39]([OH:42])[N:31]=[C:30]([NH:32][C:22]2[CH:21]=[CH:17][C:20]([C:25]#[N:26])=[CH:24][CH:23]=2)[N:29]=1 |f:1.2|. Procedure details: 2000 ml of n-butanol and 192.8 g of potassium-tert-butoxide were added to the reaction vessel at 45±5° C. and stirred for 30 mins. To the reaction mixture was added 194.42 g of ethylcyano acetate over 15 min and added 250 ml of n-butanol. The reaction mixture was heated to 60±5° C. under stirring and 250 g of N-cyanophenyl guanidine was added, followed by 250 ml of n-butanol and further heated to 93±3° C., maintained the same at 4 hrs with stirring. After completion of the reaction, the reaction...